This data is from the Open Reaction Database (ORD), a public repository of structured organic reaction records. The task is: describe an organic reaction: reactants, conditions, products, and yield Reactants: COC(=O)C1=C(C)NC2=C(C(=O)CN(Cc3ccccc3)C2)C1c1ccccc1C(F)(F)F, CO, Cl, [H][H]. Yields the product COC(=O)C1=C(C)NC2=C(C(=O)CNC2)C1c1ccccc1C(F)(F)F, Cl. As a reaction SMILES: [CH3:2][O:3][C:4](=[O:5])[C:6]1=[C:7]([CH3:34])[NH:8][C:9]2=[C:14]([C:13](=[O:26])[CH2:12][N:11]([CH2:27][c:28]3[cH:29][cH:30][cH:31][cH:32][cH:33]3)[CH2:10]2)[CH:15]1[c:16]1[c:17]([C:22]([F:23])([F:24])[F:25])[cH:18][cH:19][cH:20][cH:21]1.[CH3:37][OH:38].[ClH:1].[H:35][H:36]>>[CH3:2][O:3][C:4](=[O:5])[C:6]1=[C:7]([CH3:34])[NH:8][C:9]2=[C:14]([C:13](=[O:26])[CH2:12][NH:11][CH2:10]2)[CH:15]1[c:16]1[c:17]([C:22]([F:23])([F:24])[F:25])[cH:18][cH:19][cH:20][cH:21]1.[ClH:1]. Starting materials: C(C)N1C=NC=C1CO (1-ethyl-5-hydroxymethylimidazole), S(=O)(Cl)Cl (thionyl chloride). Run at temperature 90 celsius. Yields the product Cl.ClCC1=CN=CN1CC (5-chloromethyl-1-ethylimidazole hydrochloride). As a reaction SMILES: [CH2:1]([N:3]1[C:7]([CH2:8]O)=[CH:6][N:5]=[CH:4]1)[CH3:2].S(Cl)([Cl:12])=O>>[ClH:12].[Cl:12][CH2:8][C:7]1[N:3]([CH2:1][CH3:2])[CH:4]=[N:5][CH:6]=1 |f:2.3|. Procedure: To 1-ethyl-5-hydroxymethylimidazole (9.5 g), thionyl chloride (50 ml) was added by portions at 0° C., and the mixture was heated for 30 minutes under nitrogen atmosphere at 90° C. The mixture was allowed to be at room temperature. The solvent was distilled off under reduced pressure and the obtained residue was dissolved in methanol, and the solvent was distilled off again under reduced pressure. The obtained solid was recrystallized from ethyl acetate, to give 5-chloromethyl-1-ethylimidazole hy... Reactants: C(C1=CC(=CC=C1)OC)(=O)Cl (m-anisoyl chloride), COC=1C=CC=C2CCNC12 (7-methoxyindoline), N[C@H](C(=O)O)CCC1CCCCC1 ((S)-2-amino-4-cyclohexyl-butyric acid), C(O)CN (ethanolamine). Product: C1(CCCCC1)CC[C@@H](C(NCCN1CCC2=CC=CC(=C12)OC)=O)NC(C1=CC(=CC=C1)OC)=O ((S)—N-{3-Cyclohexyl-1-[2-(7-methoxy-2,3-dihydro-indol-1-yl)-ethylcarbamoyl]-propyl}-3-methoxy-benzamide). The yield is 30.0%. Reaction SMILES: [C:1](Cl)(=[O:10])[C:2]1[CH:7]=[CH:6][CH:5]=[C:4]([O:8][CH3:9])[CH:3]=1.[NH2:12][C@@H:13]([CH2:17][CH2:18][CH:19]1[CH2:24][CH2:23][CH2:22][CH2:21][CH2:20]1)[C:14]([OH:16])=O.[CH2:25]([CH2:27][NH2:28])O.[CH3:29][O:30][C:31]1[CH:32]=[CH:33][CH:34]=[C:35]2[C:39]=1[NH:38][CH2:37][CH2:36]2>>[CH:19]1([CH2:18][CH2:17][C@H:13]([NH:12][C:1](=[O:10])[C:2]2[CH:7]=[CH:6][CH:5]=[C:4]([O:8][CH3:9])[CH:3]=2)[C:14](=[O:16])[NH:28][CH2:27][CH2:25][N:38]2[C:39]3[C:35](=[CH:34][CH:33]=[CH:32][C:31]=3[O:30][CH3:29])[CH2:36][CH2:37]2)[CH2:24][CH2:23][CH2:22][CH2:21][CH2:20]1. Procedure: Following the procedures of Example 3, except using m-anisoyl chloride, (S)-2-amino-4-cyclohexyl-butyric acid, ethanolamine and 7-methoxyindoline as starting materials, the title compound was prepared in 30% yield. The final material was purified by reverse phase preparative HPLC Using TFA as a modifier. The final compound is therefore a partial TFA salt and the properties are reported for the material as it appeared after solvent removal: 1H NMR (CDCl3, 400 MHz) δ 0.78-0.92 (m, 2H), 1.05-1.32 (... The reactants are O=C([O-])[O-], CN(C)C=O, ClCc1ccccc1, [K+], [K+], NC(=O)C1CCNCC1, [Na+], [OH-]. Product: NC(=O)C1CCN(Cc2ccccc2)CC1. As a reaction SMILES: [C:18](=[O:19])([O-:20])[O-:21].[CH3:26][N:27]([CH3:28])[CH:29]=[O:30].[Cl:10][CH2:11][c:12]1[cH:13][cH:14][cH:15][cH:16][cH:17]1.[K+:22].[K+:23].[NH:1]1[CH2:2][CH2:3][CH:4]([C:7](=[O:8])[NH2:9])[CH2:5][CH2:6]1.[Na+:25].[OH-:24]>>[N:1]1([CH2:11][c:12]2[cH:13][cH:14][cH:15][cH:16][cH:17]2)[CH2:2][CH2:3][CH:4]([C:7](=[O:8])[NH2:9])[CH2:5][CH2:6]1. Starting materials: C(C)(CC)[BH-](C(C)CC)C(C)CC.[Li+] (lithium tri-sec-butylborohydride), solution, COC(CCC1CC(CC(C1)(C)C)=O)(C)C (3-(3-methoxy-3-methylbutyl)-5,5-dimethylcyclohexan-1-one). Run in O1CCCC1 (tetrahydrofuran), O1CCCC1 (tetrahydrofuran). Reaction conditions: temperature 25 celsius, time 16 hour. The product is COC(CCC1CC(CC(C1)(C)C)O)(C)C (3-(3-methoxy-3-methylbut-1-yl)-5,5-dimethylcyclohexan-1-ol). As a reaction SMILES: C([BH-](C(CC)C)C(CC)C)(CC)C.[Li+].[CH3:15][O:16][C:17]([CH3:30])([CH3:29])[CH2:18][CH2:19][CH:20]1[CH2:25][C:24]([CH3:27])([CH3:26])[CH2:23][C:22](=[O:28])[CH2:21]1>O1CCCC1>[CH3:15][O:16][C:17]([CH3:30])([CH3:29])[CH2:18][CH2:19][CH:20]1[CH2:25][C:24]([CH3:26])([CH3:27])[CH2:23][CH:22]([OH:28])[CH2:21]1 |f:0.1|. Reported procedure: To lithium tri-sec-butylborohydride (2.7 mL of a 1.0M solution in tetrahydrofuran, 0.0027 mol) cooled to -65° C. was added 3-(3-methoxy-3-methylbutyl)-5,5-dimethylcyclohexan-1-one (0.5 g, 0.0022 mol) dissolved in tetrahydrofuran (3.5 mL). The mixture was allowed to stir at 25° C. for 16 hours. Workup yielded 3-(3-methoxy-3-methylbut-1-yl)-5,5-dimethylcyclohexan-1-ol, bp1.0 210°-212° C. (0.31 g). This compound was determined to possess a warm woody note. NMR(CDCl3)δ0.9(s,3H), 1.1 (s,3H), 1.2(s,6H...